Dataset: the Open Reaction Database (ORD), a public repository of structured organic reaction records. Task: describe an organic reaction: reactants, conditions, products, and yield Starting materials: C, COc1ccc(COC(=O)Cc2cccc(CC(N)=O)c2)cc1, O=S(=O)(Cl)Cl, c1ccncc1. Product: COc1ccc(COC(=O)Cc2cccc(CC#N)c2)cc1. Reaction SMILES: [CH4:29].[NH2:1][C:2]([CH2:3][c:4]1[cH:5][c:6]([CH2:10][C:11](=[O:12])[O:13][CH2:14][c:15]2[cH:16][cH:17][c:18]([O:21][CH3:22])[cH:19][cH:20]2)[cH:7][cH:8][cH:9]1)=[O:23].[S:24]([Cl:25])([Cl:26])(=[O:27])=[O:28].[cH:30]1[cH:31][cH:32][n:33][cH:34][cH:35]1>>[N:1]#[C:2][CH2:3][c:4]1[cH:5][c:6]([CH2:10][C:11](=[O:12])[O:13][CH2:14][c:15]2[cH:16][cH:17][c:18]([O:21][CH3:22])[cH:19][cH:20]2)[cH:7][cH:8][cH:9]1. Reactants: COc1cccc2c(COc3cccc4[nH]c(C(=O)O)cc34)coc12, CC1CN(CCC2(O)CCC(N)CC2)CCC1O. Yields the product COc1cccc2c(COc3cccc4[nH]c(C(=O)NC5CCC(O)(CCN6CCC(O)C(C)C6)CC5)cc34)coc12. RXN SMILES: [CH3:1][O:2][c:3]1[cH:4][cH:5][cH:6][c:7]2[c:8]([CH2:12][O:13][c:14]3[c:15]4[cH:16][c:17]([C:23](=[O:24])[OH:25])[nH:18][c:19]4[cH:20][cH:21][cH:22]3)[cH:9][o:10][c:11]12.[NH2:26][CH:27]1[CH2:28][CH2:29][C:30]([OH:33])([CH2:34][CH2:35][N:36]2[CH2:37][CH:38]([CH3:43])[CH:39]([OH:42])[CH2:40][CH2:41]2)[CH2:31][CH2:32]1>>[CH3:1][O:2][c:3]1[cH:4][cH:5][cH:6][c:7]2[c:8]([CH2:12][O:13][c:14]3[c:15]4[cH:16][c:17]([C:23](=[O:25])[NH:26][CH:27]5[CH2:28][CH2:29][C:30]([OH:33])([CH2:34][CH2:35][N:36]6[CH2:37][CH:38]([CH3:43])[CH:39]([OH:42])[CH2:40][CH2:41]6)[CH2:31][CH2:32]5)[nH:18][c:19]4[cH:20][cH:21][cH:22]3)[cH:9][o:10][c:11]12. Starting materials: S1C2=C(C=C1)C=C(C=C2)O (Benzo[b]thiophen-5-ol), ClCCOS(=O)(=O)C1=CC=C(C)C=C1 (chloroethyltosylate), C([O-])([O-])=O.[Cs+].[Cs+] (cesium carbonate). The solvent is C(C)#N (acetonitrile). Conditions: time 2 hour. Product: ClCCOC1=CC2=C(SC=C2)C=C1 (5-(2-Chloroethoxy)benzo[b]thiophene). RXN SMILES: [S:1]1[CH:5]=[CH:4][C:3]2[CH:6]=[C:7]([OH:10])[CH:8]=[CH:9][C:2]1=2.[Cl:11][CH2:12][CH2:13]OS(C1C=CC(C)=CC=1)(=O)=O.C(=O)([O-])[O-].[Cs+].[Cs+]>C(#N)C>[Cl:11][CH2:12][CH2:13][O:10][C:7]1[CH:8]=[CH:9][C:2]2[S:1][CH:5]=[CH:4][C:3]=2[CH:6]=1 |f:2.3.4|. Procedure: Benzo[b]thiophen-5-ol (0.5 g, 3.3 mmol, prepared in an analogous manner to a literature preparation: Synthetic Communications 21(7), 959-964, 1991) was dissolved in anhydrous acetonitrile (10 mL) was treated with chloroethyltosylate (0.94 g, 3.99 mmol) and cesium carbonate (2.15 g, 6.6 mmol). The mixture was stirred at reflux under nitrogen. After 2 h, the reaction was allowed to cool down to room temperature. The volatiles were removed in vacuo and the residue dissolved in ethyl acetate. The or... Starting materials: CO, O=C[O-], [NH4+], [Pd], OCC12CCCN1CCN(Cc1ccccc1)C2. The product is OCC12CCCN1CCNC2. As a reaction SMILES: [CH3:23][OH:24].[CH:19]([O-:20])=[O:21].[NH4+:22].[Pd:25].[c:1]1([CH2:2][N:8]2[CH2:9][C:10]3([CH2:17][OH:18])[N:11]([CH2:12][CH2:13]2)[CH2:14][CH2:15][CH2:16]3)[cH:3][cH:4][cH:5][cH:6][cH:7]1>>[NH:8]1[CH2:9][C:10]2([CH2:17][OH:18])[N:11]([CH2:12][CH2:13]1)[CH2:14][CH2:15][CH2:16]2. Reactants: OC=1C(C2=CC=CC=C2C(C1)=O)=O (2-hydroxy-1,4-naphthoquinone), C(CCC)NC(CCCCCCCCCCC)C=1C(C2=CC=CC=C2C(C1O)=O)=O (2-(1-butylaminododecyl)-3-hydroxy-1,4-naphthoquinone), C(CCC)NC(CCCCCCCCCCC)C=1C(C2=CC=CC=C2C(C1)=O)=O (2-(1-butylaminododecyl)-1,4-naphthoquinone). The product is CNC(CCCCCCCCCCC)C=1C(C2=CC=CC=C2C(C1O)=O)=O (2-(1-methylaminododecyl)-3-hydroxy-1,4-naphthoquinone). RXN SMILES: OC1C(=O)C2C(C(=O)C=1)=CC=CC=2.[CH2:14]([NH:18][CH:19]([C:31]1[C:32](=[O:43])[C:33]2[C:38]([C:39](=[O:42])[C:40]=1[OH:41])=[CH:37][CH:36]=[CH:35][CH:34]=2)[CH2:20][CH2:21][CH2:22][CH2:23][CH2:24][CH2:25][CH2:26][CH2:27][CH2:28][CH2:29][CH3:30])CCC.C(NC(C1C(=O)C2C(C(=O)C=1)=CC=CC=2)CCCCCCCCCCC)CCC>>[CH3:14][NH:18][CH:19]([C:31]1[C:32](=[O:43])[C:33]2[C:38]([C:39](=[O:42])[C:40]=1[OH:41])=[CH:37][CH:36]=[CH:35][CH:34]=2)[CH2:20][CH2:21][CH2:22][CH2:23][CH2:24][CH2:25][CH2:26][CH2:27][CH2:28][CH2:29][CH3:30]. Procedure: The yield relative to 2-hydroxy-1,4-naphthoquinone used for the preparation of 2-(1-butylaminododecyl)-3-hydroxy-1,4-naphthoquinone, was 80.1 mol %. Further, the yield relative to the starting material 2-(1-butylaminododecyl)-1,4-naphthoquinone, was 81.7 mmol %. The reactants are C(CC(=O)O)(=O)O (malonic acid), C(C)(=O)O (acetic acid), CN (methylamine), OC=1C=C(C=O)C=CC1 (3-Hydroxybenzaldehyde). Run in C(C)O (ethanol). Yields the product OC=1C=C(C=CC1)C(CC(=O)O)NC (3-(3-Hydroxyphenyl)-3-methylaminopropionic acid). Yield: 58.8%. As a reaction SMILES: [OH:1][C:2]1[CH:3]=[C:4]([CH:7]=[CH:8][CH:9]=1)[CH:5]=O.[C:10]([OH:16])(=[O:15])[CH2:11]C(O)=O.C(O)(=O)C.[CH3:21][NH2:22]>C(O)C>[OH:1][C:2]1[CH:3]=[C:4]([CH:5]([NH:22][CH3:21])[CH2:11][C:10]([OH:16])=[O:15])[CH:7]=[CH:8][CH:9]=1. Reported procedure: 3-Hydroxybenzaldehyde (25.7 g, 210 mmol) was dissolved in ethanol (70 ml), and malonic acid (25.7 g) and the acetic acid salt of methylamine (38.6 g) were added to the solution. The resulting mixture was heated under reflux for 3 hours. Crystals which precipitated in the reaction mixture were collected by filtration to afford the desired compound (24.1 g). The reactants are NC1[C@@H]2N(C(=C(CS2)CSC2=NN=NN2CC=C)C(=O)O)C1=O (7-amino-3-(1-allyl-1H-tetrazol-5-yl)thiomethyl-3-cephem-4-carboxylic acid), Cl (hydrochloric acid), P(=O)(Cl)(Cl)Cl (phosphorus oxychloride), O1N=C(C=C1)CON=C(C(=O)O)C=1N=C(SC1)NC=O (2-(3-isoxazolyl)methoxyimino-2-(2-formamidothiazol-4-yl)acetic acid). Solvent: O (water), CC(=O)C (acetone), C(C)(=O)OCC (ethyl acetate), O1CCCC1 (tetrahydrofuran), C(C)N(CC)CC (triethylamine), C(C)(=O)OCC (ethyl acetate), CN(C=O)C (dimethylformamide). Conditions: time 30 minute. Yields the product C[N+](=CCl)C.[Cl-] (Vilsmeier reagent), O1N=C(C=C1)CON=C(C(=O)NC1[C@@H]2N(C(=C(CS2)CSC2=NN=NN2CC=C)C(=O)O)C1=O)C=1N=C(SC1)NC=O (7-[2-(3-isoxazolyl)methoxyimino-2-(2-formamidothiazol-4-yl)acetamido]-3-(1-allyl-1H-tetrazol-5-yl)thiomethyl-3-cephem-4-carboxylic acid). RXN SMILES: P(Cl)(Cl)([Cl:3])=O.[O:6]1[CH:10]=[CH:9][C:8]([CH2:11][O:12][N:13]=[C:14]([C:18]2[N:19]=[C:20]([NH:23][CH:24]=[O:25])[S:21][CH:22]=2)[C:15]([OH:17])=O)=[N:7]1.[NH2:26][CH:27]1[C:47](=[O:48])[N:29]2[C:30]([C:44]([OH:46])=[O:45])=[C:31]([CH2:34][S:35][C:36]3[N:40]([CH2:41][CH:42]=[CH2:43])[N:39]=[N:38][N:37]=3)[CH2:32][S:33][C@H:28]12.[ClH:49]>O.CC(C)=O.C(OCC)(=O)C.C(N(CC)CC)C.O1CCCC1.CN(C)C=O>[CH3:28][N+:29]([CH3:47])=[CH:30][Cl:49].[Cl-:3].[O:6]1[CH:10]=[CH:9][C:8]([CH2:11][O:12][N:13]=[C:14]([C:18]2[N:19]=[C:20]([NH:23][CH:24]=[O:25])[S:21][CH:22]=2)[C:15]([NH:26][CH:27]2[C:47](=[O:48])[N:29]3[C:30]([C:44]([OH:46])=[O:45])=[C:31]([CH2:34][S:35][C:36]4[N:40]([CH2:41][CH:42]=[CH2:43])[N:39]=[N:38][N:37]=4)[CH2:32][S:33][C@H:28]23)=[O:17])=[N:7]1 |f:10.11|. Reported procedure: The Vilsmeier reagent was prepared from dry dimethylformamide (0.74 g), phosphorus oxychloride (1.56 g) and dry ethyl acetate (2.0 ml) by the conventional method. Dry tetrahydrofuran (15 ml) was added thereto and then 2-(3-isoxazolyl)methoxyimino-2-(2-formamidothiazol-4-yl)acetic acid (syn isomer) (1.50 g) was added thereto at 0° C. The mixture was stirred for 30 minutes at the same temperature. The resulting mixture was added dropwise at -5° to 0° C. to a stirred solution of 7-amino-3-(1-allyl-... Starting materials: Cl.C(C1=CC=CC=C1)N1CC(OCC1)C(=O)O (rac-4-benzyl-2-morpholinecarboxylic acid hydrochloride), CN(C)C=O (DMF), C(C(=O)Cl)(=O)Cl (oxalyl chloride), COC1=CC2=C(NC(=N2)C2=NNC=C2N)C=C1OC (3-(5,6-dimethoxy-1H-benzimidazol-2-yl)-1H-pyrazol-4-ylamine), C(C)(C)N(CC)C(C)C (diisopropylethylamine). Solvent: CO (MeOH), C1CCOC1 (THF), C1CCOC1 (THF). Reaction conditions: time 20 minute. Product: COC1=CC2=C(NC(=N2)C2=NNC=C2NC(=O)C2CN(CCO2)CC2=CC=CC=C2)C=C1OC (N-[3-(5,6-dimethoxy-1H-benzimidazol-2-yl)-1H-pyrazol-4-yl]-rac-4-benzyl-2-morpholinecarboxamide). The yield is 10.8%. RXN SMILES: Cl.[CH2:2]([N:9]1[CH2:14][CH2:13][O:12][CH:11]([C:15]([OH:17])=O)[CH2:10]1)[C:3]1[CH:8]=[CH:7][CH:6]=[CH:5][CH:4]=1.CN(C=O)C.C(Cl)(=O)C(Cl)=O.[CH3:29][O:30][C:31]1[C:45]([O:46][CH3:47])=[CH:44][C:34]2[NH:35][C:36]([C:38]3[C:42]([NH2:43])=[CH:41][NH:40][N:39]=3)=[N:37][C:33]=2[CH:32]=1.C(N(C(C)C)CC)(C)C>C1COCC1.CO>[CH3:47][O:46][C:45]1[C:31]([O:30][CH3:29])=[CH:32][C:33]2[NH:37][C:36]([C:38]3[C:42]([NH:43][C:15]([CH:11]4[O:12][CH2:13][CH2:14][N:9]([CH2:2][C:3]5[CH:4]=[CH:5][CH:6]=[CH:7][CH:8]=5)[CH2:10]4)=[O:17])=[CH:41][NH:40][N:39]=3)=[N:35][C:34]=2[CH:44]=1 |f:0.1|. Procedure details: To a suspension of rac-4-benzyl-2-morpholinecarboxylic acid hydrochloride (77 mg, 0.30 mmol) in THF (2 ml) was added DMF (2.0 μl, 0.025 mmol) followed by oxalyl chloride (36 ul, 0.41 mmol). After stirring at room temperature for 20 min. the mixture was evaporated to dryness and then re-suspended in THF (2 ml). A solution of 3-(5,6-dimethoxy-1H-benzimidazol-2-yl)-1H-pyrazol-4-ylamine (60 mg, 0.2 mmol) and diisopropylethylamine (110 μl, 0.9 mmol) in THF (1 ml) was then added and the reaction stirr... Starting materials: COC(C1=CC=C(C=C1)NC=1C=2N(C(=CC1)C=1C=C3CNC(C3=CC1)=O)C=CN2)=O (4-[5-(1-oxo-2,3-dihydro-1H-isoindol-5-yl)-imidazo[1,2-a]pyridin-8-ylamino]-benzoic acid methyl ester), ClC1=CC=C(C=2N1C=CN2)NC2=CC=C(C=C2)N2CCN(CC2)C(C)C ((5-Chloro-imidazo[1,2-a]pyridin-8-yl)-[4-(4-isopropyl-piperazin-1-yl)-phenyl]-amine), O.[OH-].[Li+] (lithium hydroxide hydrate). The solvent is CCO.CCOC(=O)C (EtOH EtOAc). Run at time 36 hour. Yields the product O=C1NCC2=CC(=CC=C12)C1=CC=C(C=2N1C=CN2)NC2=CC=C(C(=O)O)C=C2 (4-[5-(1-oxo-2,3-dihydro-1H-isoindol-5-yl)-imidazo[1,2-a]pyridin-8-ylamino]-benzoic acid). As a reaction SMILES: C[O:2][C:3](=[O:30])[C:4]1[CH:9]=[CH:8][C:7]([NH:10][C:11]2[C:12]3[N:13]([CH:27]=[CH:28][N:29]=3)[C:14]([C:17]3[CH:18]=[C:19]4[C:23](=[CH:24][CH:25]=3)[C:22](=[O:26])[NH:21][CH2:20]4)=[CH:15][CH:16]=2)=[CH:6][CH:5]=1.ClC1N2C=CN=C2C(NC2C=CC(N3CCN(C(C)C)CC3)=CC=2)=CC=1.O.[OH-].[Li+]>CCO.CCOC(C)=O>[O:26]=[C:22]1[C:23]2[C:19](=[CH:18][C:17]([C:14]3[N:13]4[CH:27]=[CH:28][N:29]=[C:12]4[C:11]([NH:10][C:7]4[CH:8]=[CH:9][C:4]([C:3]([OH:30])=[O:2])=[CH:5][CH:6]=4)=[CH:16][CH:15]=3)=[CH:25][CH:24]=2)[CH2:20][NH:21]1 |f:2.3.4,5.6|. Procedure: Crude 4-[5-(1-oxo-2,3-dihydro-1H-isoindol-5-yl)-imidazo[1,2-a]pyridin-8-ylamino]-benzoic acid methyl ester (500 mg, 1.256 mmol), prepared using methods similar to those described for compound 12, and lithium hydroxide hydrate (263.5 mg, 6.281 mmol) in solution in THF/water (1/1: 10 mL) is stirred at room temperature for 36 hours then heated 4 hours at 60° C. The mixture is concentrated and then acidified to pH 1 with aqueous 2N HCl. The resulting precipitate is filtrated to yield the title compo...